The task is: describe an organic reaction: reactants, conditions, products, and yield. This data is from the Open Reaction Database (ORD), a public repository of structured organic reaction records. Starting materials: C(C)OCC (diethyl ether), ClC1=CC=C(C(=N1)I)OCC1=CC=CC=C1 (6-Chloro-2-iodo-3-[(phenylmethyl)oxy]pyridine), BrC1=C(C=CC=C1)B(O)O (2-bromophenylboronic acid), C([O-])([O-])=O.[K+].[K+] (potassium carbonate). Reagents/catalysts: C=1C=CC(=CC1)[P](C=2C=CC=CC2)(C=3C=CC=CC3)[Pd]([P](C=4C=CC=CC4)(C=5C=CC=CC5)C=6C=CC=CC6)([P](C=7C=CC=CC7)(C=8C=CC=CC8)C=9C=CC=CC9)[P](C=1C=CC=CC1)(C=1C=CC=CC1)C=1C=CC=CC1 (tetrakis(triphenylphosphine)palladium(0)). Run in O (water), C1(=CC=CC=C1)C.C(C)O (toluene ethanol). Conditions: temperature 90 celsius. Yields the product BrC1=C(C=CC=C1)C1=NC(=CC=C1OCC1=CC=CC=C1)Cl (2-(2-Bromophenyl)-6-chloro-3-[(phenylmethyl)oxy]pyridine). Yield: 82.2%. Reaction SMILES: [Cl:1][C:2]1[N:7]=[C:6](I)[C:5]([O:9][CH2:10][C:11]2[CH:16]=[CH:15][CH:14]=[CH:13][CH:12]=2)=[CH:4][CH:3]=1.[Br:17][C:18]1[CH:23]=[CH:22][CH:21]=[CH:20][C:19]=1B(O)O.C(=O)([O-])[O-].[K+].[K+].C(OCC)C>C1(C)C=CC=CC=1.C(O)C.C1C=CC([P]([Pd]([P](C2C=CC=CC=2)(C2C=CC=CC=2)C2C=CC=CC=2)([P](C2C=CC=CC=2)(C2C=CC=CC=2)C2C=CC=CC=2)[P](C2C=CC=CC=2)(C2C=CC=CC=2)C2C=CC=CC=2)(C2C=CC=CC=2)C2C=CC=CC=2)=CC=1.O>[Br:17][C:18]1[CH:23]=[CH:22][CH:21]=[CH:20][C:19]=1[C:6]1[C:5]([O:9][CH2:10][C:11]2[CH:16]=[CH:15][CH:14]=[CH:13][CH:12]=2)=[CH:4][CH:3]=[C:2]([Cl:1])[N:7]=1 |f:2.3.4,6.7,^1:51,53,72,91|. Procedure: 6-Chloro-2-iodo-3-[(phenylmethyl)oxy]pyridine (346 mg, 1 mmol) and 2-bromophenylboronic acid (201 mg, 1 mmol) were dissolved in 1:1 toluene/ethanol (10 ml) and potassium carbonate (1.1 g, 8 mmol) and tetrakis(triphenylphosphine)palladium(0) (116 mg, 0.1 mmol) added. The mixture was stirred under nitrogen and heated at 90° C. for 2 hours. After cooling, diethyl ether and water were added and the organic layer washed with water, dried (MgSO4) and evaporated. The yellow oil was flash chromatographe... Reactants: [OH-].[Na+] (sodium hydroxide), C1(=CC=CC=C1)CCCNC(=O)NC(C(C1=CC=NC=C1)(OC)OC)C1=CC=C(C=C1)F (N-(3-phenylpropyl)-N′-[(2,2-dimethoxy-2-(4-pyridyl)-1-(4-fluorophenyl)ethyl)] urea), Cl (HCl), [OH-].[Na+] (NaOH). Yields the product C1(=CC=CC=C1)CCCN1C(NC(=C1C1=CC=NC=C1)C1=CC=C(C=C1)F)=O (1,3-Dihydro-1-(3-phenylpropyl)-4-(4-fluorophenyl)-5-(4-pyridyl)-2H-imidazol-2-one). RXN SMILES: [C:1]1([CH2:7][CH2:8][CH2:9][NH:10][C:11]([NH:13][CH:14]([C:26]2[CH:31]=[CH:30][C:29]([F:32])=[CH:28][CH:27]=2)[C:15](OC)(OC)[C:16]2[CH:21]=[CH:20][N:19]=[CH:18][CH:17]=2)=[O:12])[CH:6]=[CH:5][CH:4]=[CH:3][CH:2]=1.Cl.[OH-].[Na+]>>[C:1]1([CH2:7][CH2:8][CH2:9][N:10]2[C:15]([C:16]3[CH:21]=[CH:20][N:19]=[CH:18][CH:17]=3)=[C:14]([C:26]3[CH:31]=[CH:30][C:29]([F:32])=[CH:28][CH:27]=3)[NH:13][C:11]2=[O:12])[CH:6]=[CH:5][CH:4]=[CH:3][CH:2]=1 |f:2.3|. Procedure details: N-(3-phenylpropyl)-N′-[(2,2-dimethoxy-2-(4-pyridyl)-1-(4-fluorophenyl)ethyl)] urea (224 g, 0.45 mol) was mixed with 4N HCl (800 g) and heated under reflux for 4–5 h (95–100° C.). Upon completion, the reaction was cooled to room temperature and adjusted to pH 13 with 8N NaOH solution (480 g), resulting in precipitation of a solid product. The pH of the suspension was controlled to pH≧13 for 30 min, with addition of sodium hydroxide as needed. The suspension was centrifuged and the aqueous phase r... Reactants: C(C)(=O)NN (acetic acid hydrazide), CC1C(NC2=C(C(=N1)C1=C(C=CC=C1)Cl)C(=CC(=C2)C)C)=S (3,6,8-trimethyl-1,3-dihydro-5-(o-chlorophenyl)- 2H-1,4-benzodiazepine-2-thione). Run in C(C)O (ethanol). Reaction conditions: temperature 250 celsius. Product: CC1=NN=C2N1C1=C(C(=NC2C)C2=C(C=CC=C2)Cl)C(=CC(=C1)C)C (1,4,7,9-tetramethyl-6-(o-chlorophenyl)-4H-s-triazolo[4,3-a][1,4]benzodiazepine). RXN SMILES: [CH3:1][CH:2]1[N:8]=[C:7]([C:9]2[CH:14]=[CH:13][CH:12]=[CH:11][C:10]=2[Cl:15])[C:6]2[C:16]([CH3:21])=[CH:17][C:18]([CH3:20])=[CH:19][C:5]=2[NH:4][C:3]1=S.[C:23]([NH:26][NH2:27])(=O)[CH3:24]>C(O)C>[CH3:24][C:23]1[N:4]2[C:5]3[CH:19]=[C:18]([CH3:20])[CH:17]=[C:16]([CH3:21])[C:6]=3[C:7]([C:9]3[CH:14]=[CH:13][CH:12]=[CH:11][C:10]=3[Cl:15])=[N:8][CH:2]([CH3:1])[C:3]2=[N:27][N:26]=1. Reported procedure: In the manner given in Example 2, 3,6,8-trimethyl-1,3-dihydro-5-(o-chlorophenyl)- 2H-1,4-benzodiazepine-2-thione is heated in ethanol with acetic acid hydrazide and the resulting product heated to 250° C. to give 1,4,7,9-tetramethyl-6-(o-chlorophenyl)-4H-s-triazolo[4,3-a][1,4]benzodiazepine. The reactants are C1(=CC=CC=C1)N1N=C(C(C1=O)C(CC(C)=O)=O)C (1-[1-phenyl-3-methyl-5-oxo-4,5-dihydro-1H-pyrazol-4-yl]-butane-1,3-dione), C1(=CC=CC=C1)NN (phenyl hydrazine). The product is CC=1C=C(N(N1)C1=CC=CC=C1)C1=C(N(N=C1C)C1=CC=CC=C1)O (5,5′-Dimethyl-2,2′-diphenyl-2H,2′H-[3,4′]bipyrazolyl-3′-ol). As a reaction SMILES: [C:1]1([N:7]2[C:11](=[O:12])[CH:10]([C:13](=O)[CH2:14][C:15](=O)[CH3:16])[C:9]([CH3:19])=[N:8]2)[CH:6]=[CH:5][CH:4]=[CH:3][CH:2]=1.[C:20]1([NH:26][NH2:27])[CH:25]=[CH:24][CH:23]=[CH:22][CH:21]=1>>[CH3:16][C:15]1[CH:14]=[C:13]([C:10]2[C:9]([CH3:19])=[N:8][N:7]([C:1]3[CH:6]=[CH:5][CH:4]=[CH:3][CH:2]=3)[C:11]=2[OH:12])[N:26]([C:20]2[CH:25]=[CH:24][CH:23]=[CH:22][CH:21]=2)[N:27]=1. Procedure details: Prepare the title compound from 1-[1-phenyl-3-methyl-5-oxo-4,5-dihydro-1H-pyrazol-4-yl]-butane-1,3-dione and phenyl hydrazine according to the procedure of Example 28. Reactants: 6(7)-hydroxy-2-methoxycarbonyl-8-azabicyclo(3.2.1)octane-3-one, C([O-])(O)=O.[Na+] (sodium bicarbonate), O.C1(=CC=C(C=C1)S(=O)(=O)O)C (p-toluene sulfonic acid monohydrate). Solvent: C(Cl)Cl (CH2Cl2), COCOC (dimethoxymethane). Product: CCC(CCCCC)=O (octane-3-one). RXN SMILES: [OH2:1].[C:2]1([CH3:12])[CH:7]=[CH:6][C:5](S(O)(=O)=O)=[CH:4][CH:3]=1.[C:13](=O)(O)[O-].[Na+]>C(Cl)Cl.COCOC>[CH3:13][CH2:3][C:4](=[O:1])[CH2:5][CH2:6][CH2:7][CH2:2][CH3:12] |f:0.1,2.3|. Procedure details: To a solution of 6(7)-hydroxy-2-methoxycarbonyl-8-azabicyclo(3.2.1)octane-3-one (18 g, 84.5 mmol) in 200 ml of CH2Cl2, 70 ml of dimethoxymethane was added, followed by (18 g, 93 mmol) of p-toluene sulfonic acid monohydrate. The round-bottom flask was fitted with a soxhiet extractor containing 3-4 A molecular sieves. The reaction mixture was heated to reflux with stirring until the starting material had disappeared (TLC). The mixture was cooled and treated with sat. sodium bicarbonate solution an... The reactants are COCCNc1ccc(Nc2ncnc(OC3CCN(C(=O)OC(C)C)CC3)c2OC)c(C)n1, ClCCl, C[Si](C)(C)I. The product is COc1c(Nc2ccc(NCCO)nc2C)ncnc1OC1CCN(C(=O)OC(C)C)CC1. As a reaction SMILES: [CH:1]([CH3:2])([CH3:3])[O:4][C:5](=[O:6])[N:7]1[CH2:8][CH2:9][CH:10]([O:13][c:14]2[n:15][cH:16][n:17][c:18]([NH:22][c:23]3[c:24]([CH3:34])[n:25][c:26]([NH:29][CH2:30][CH2:31][O:32][CH3:33])[cH:27][cH:28]3)[c:19]2[O:20][CH3:21])[CH2:11][CH2:12]1.[Cl:40][CH2:41][Cl:42].[I:35][Si:36]([CH3:37])([CH3:38])[CH3:39]>>[CH:1]([CH3:2])([CH3:3])[O:4][C:5](=[O:6])[N:7]1[CH2:8][CH2:9][CH:10]([O:13][c:14]2[n:15][cH:16][n:17][c:18]([NH:22][c:23]3[c:24]([CH3:34])[n:25][c:26]([NH:29][CH2:30][CH2:31][OH:32])[cH:27][cH:28]3)[c:19]2[O:20][CH3:21])[CH2:11][CH2:12]1. Reactants: IIDQ polystyrene resin, FC(C(=CC(=O)O)C(F)(F)F)(F)F (4,4,4-trifluoro-3-(trifluoromethyl)crotonic acid), FC1=C(C=C(C=C1)[C@@](CC1=CC=CC=C1)(N)C1=CC(=CC(=C1)OC(C(F)F)(F)F)F)OC(C)C ((R)-1-(4-fluoro-3-isopropoxyphenyl)-1-(3-fluoro-5-(1,1,2,2-tetrafluoroethoxy)phenyl)-2-phenylethanamine). Run in C(C)#N (acetonitrile), C(C)#N (acetonitrile). Conditions: time 18 hour. Yields the product FC(C(=CC(=O)N[C@@](CC1=CC=CC=C1)(C1=CC(=CC(=C1)OC(C(F)F)(F)F)F)C1=CC(=C(C=C1)F)OC(C)C)C(F)(F)F)(F)F ((R)-4,4,4-trifluoro-N-(1-(4-fluoro-3-isopropoxyphenyl)-1-(3-fluoro-5-(1,1,2,2-tetrafluoroethoxy)phenyl)-2-phenylethyl)-3-(trifluoromethyl)but-2-enamide). The yield is 74.0%. Reaction SMILES: [F:1][C:2]1[CH:7]=[CH:6][C:5]([C@:8]([C:17]2[CH:22]=[C:21]([O:23][C:24]([F:29])([F:28])[CH:25]([F:27])[F:26])[CH:20]=[C:19]([F:30])[CH:18]=2)([NH2:16])[CH2:9][C:10]2[CH:15]=[CH:14][CH:13]=[CH:12][CH:11]=2)=[CH:4][C:3]=1[O:31][CH:32]([CH3:34])[CH3:33].[F:35][C:36]([F:47])([F:46])[C:37]([C:42]([F:45])([F:44])[F:43])=[CH:38][C:39](O)=[O:40]>C(#N)C>[F:35][C:36]([F:46])([F:47])[C:37]([C:42]([F:43])([F:44])[F:45])=[CH:38][C:39]([NH:16][C@:8]([C:5]1[CH:6]=[CH:7][C:2]([F:1])=[C:3]([O:31][CH:32]([CH3:34])[CH3:33])[CH:4]=1)([C:17]1[CH:22]=[C:21]([O:23][C:24]([F:28])([F:29])[CH:25]([F:27])[F:26])[CH:20]=[C:19]([F:30])[CH:18]=1)[CH2:9][C:10]1[CH:11]=[CH:12][CH:13]=[CH:14][CH:15]=1)=[O:40]. Procedure details: A round bottom flask was charged with IIDQ polystyrene resin (493 mg, 1.5 mmol/g, 0.74 mmol) and acetonitrile (5 mL) and sealed with a rubber septum. The suspension was vacuumed and reflushed with argon three times. To the resulting slurry was added a solution of (R)-1-(4-fluoro-3-isopropoxyphenyl)-1-(3-fluoro-5-(1,1,2,2-tetrafluoroethoxy)phenyl)-2-phenylethanamine, prepared as described in Procedures 109, 110, 111, 112, 113, 114, (180 mg, 0.37 mmol) and 4,4,4-trifluoro-3-(trifluoromethyl)croton... Reactants: ClCCl, O=C(O)C(F)(F)F, CC(C)(C)OC(=O)NC(Cc1ccc(S(=O)(=O)c2ccccc2)cc1)C(N)=O. The product is NC(=O)C(N)Cc1ccc(S(=O)(=O)c2ccccc2)cc1. Reaction SMILES: [Cl:36][CH2:37][Cl:38].[F:29][C:30]([F:31])([F:32])[C:33]([OH:34])=[O:35].[NH2:1][C:2]([CH:3]([CH2:4][c:5]1[cH:6][cH:7][c:8]([S:11](=[O:12])(=[O:13])[c:14]2[cH:15][cH:16][cH:17][cH:18][cH:19]2)[cH:9][cH:10]1)[NH:20][C:21](=[O:22])[O:23][C:24]([CH3:25])([CH3:26])[CH3:27])=[O:28]>>[NH2:1][C:2]([CH:3]([CH2:4][c:5]1[cH:6][cH:7][c:8]([S:11](=[O:12])(=[O:13])[c:14]2[cH:15][cH:16][cH:17][cH:18][cH:19]2)[cH:9][cH:10]1)[NH2:20])=[O:28]. Reactants: O=C(O)c1ccc2c(c1)OCCO2, Cc1ccc2cccc(N)c2n1. Reagents/catalysts: CC(C)COC1C=CC2=CC=CC=C2N1C(=O)OCC(C)C (IIDQ), CCN(C(C)C)C(C)C (DIPEA). The solvent is CN(C)C=O (DMF), CN(C)C=O (DMF), CN(C)C=O (DMF), CN(C)C=O (DMF), CN(C)C=O (DMF), CN(C)C=O (DMF). Conditions: temperature 25 celsius, time 2 hour. Yields the product Cc1ccc2cccc(NC(=O)c3ccc4c(c3)OCCO4)c2n1. Yield: 1.4%. RXN SMILES: Cc1ccc2cccc(N)c2n1.O=C(O)c1ccc2c(c1)OCCO2.CC(C)COC1C=CC2=CC=CC=C2N1C(=O)OCC(C)C.CCN(C(C)C)C(C)C.CN(C)C=O>>Cc1ccc2cccc(NC(=O)c3ccc4c(c3)OCCO4)c2n1. Reactants: O (water), [F-].C(CCC)[N+](CCCC)(CCCC)CCCC (Tetrabutylammonium fluoride), [Si](C)(C)(C(C)(C)C)OC1=C(C(=CC=C1\C=C/C1=CC(=C(C(=C1)OC)OC)OC)O[Si](C)(C)C(C)(C)C)O[Si](C)(C)C(C)(C)C (1,2,3-Tri(t-butyldimethylsilyloxy)-6-[(Z)-2-(3,4,5-trimethoxyphenyl)vinyl]-benzene), C(C)(=O)O (acetic acid). Run in C1CCOC1 (THF). Product: OC1=CC(=CC(=C1O)O)\C=C/C1=CC(=C(C(=C1)OC)OC)OC (2,3,4-Trihydroxy-6-[(Z)-2-(3,4,5-trimethoxyphenyl)vinyl]-benzene). Yield: 122.9%. RXN SMILES: [F-].C([N+](CCCC)(CCCC)CCCC)CCC.[Si](O[C:27]1[C:32](/[CH:33]=[CH:34]\[C:35]2[CH:40]=[C:39]([O:41][CH3:42])[C:38]([O:43][CH3:44])=[C:37]([O:45][CH3:46])[CH:36]=2)=[CH:31][CH:30]=[C:29]([O:47][Si](C(C)(C)C)(C)C)[C:28]=1[O:55][Si](C(C)(C)C)(C)C)(C(C)(C)C)(C)C.C(O)(=[O:65])C.O>C1COCC1>[OH:65][C:30]1[C:29]([OH:47])=[C:28]([OH:55])[CH:27]=[C:32](/[CH:33]=[CH:34]\[C:35]2[CH:40]=[C:39]([O:41][CH3:42])[C:38]([O:43][CH3:44])=[C:37]([O:45][CH3:46])[CH:36]=2)[CH:31]=1 |f:0.1|. Procedure: Tetrabutylammonium fluoride (1.37 mL, 1.37 mmol, 1M in THF) was added to a solution of 32 (0.45 g, 0.69 mmol) and glacial acetic acid (78 μL, 1.37 mmol) in THF (6 mL) at 0° C. The reaction mixture was allowed to warm to room temperature overnight, then cooled to 0° C. and water was added. The reaction mixture was extracted with TBME (3×) and the organic phase was dried (Na2SO4) and concentrated in vacuo. The residue was partitioned between CH3CN and cyclohexane and the CH3CN layer was separated ...